Dataset: the Open Reaction Database (ORD), a public repository of structured organic reaction records. Task: describe an organic reaction: reactants, conditions, products, and yield Yields the product COC(=O)C(CN1CCN(C)CC1)NC(C)=O. Starting materials: C=C(NC(C)=O)C(=O)OC, CN1CCNCC1, ClCCl, Cl[Fe](Cl)Cl, [Na+], [Na+], O=S(=O)([O-])[O-]. As a reaction SMILES: [C:1]([CH3:2])(=[O:3])[NH:4][C:5]([C:6](=[O:7])[O:8][CH3:9])=[CH2:10].[CH3:11][N:12]1[CH2:13][CH2:14][NH:15][CH2:16][CH2:17]1.[Cl:25][CH2:26][Cl:27].[Cl:28][Fe:29]([Cl:30])[Cl:31].[Na+:18].[Na+:19].[O-:20][S:21](=[O:22])(=[O:23])[O-:24]>>[C:1]([CH3:2])(=[O:3])[NH:4][CH:5]([C:6](=[O:7])[O:8][CH3:9])[CH2:10][N:15]1[CH2:14][CH2:13][N:12]([CH3:11])[CH2:17][CH2:16]1. Starting materials: O=C1NC=2C(=CC=CC2C2=C1CCO2)OC(F)(F)F (4-Oxo-6-trifluoromethoxy-2,3,4,5-tetrahydrofuro[3,2-c]quinoline), CC1=C(N)C=CC(=C1)OC (2-methyl-4-methoxyaniline). Solvent: C(COCCO)O (diethylene glycol), [Cl-].[Na+].O (brine). Reaction conditions: temperature 250 celsius. Product: CC1=C(C=CC(=C1)OC)N1CCC=2C(=NC=3C(=CC=CC3C21)OC(F)(F)F)NCCO (1-(2-methyl-4-methoxyphenyl)-4-[(2-hydroxyethyl)amino]-6-trifluoromethoxy-2,3-dihydropyrrolo[3,2-c]quinoline). Isolated yield 160.3%. As a reaction SMILES: O=[C:2]1[C:11]2[CH2:12][CH2:13]O[C:10]=2[C:9]2[CH:8]=[CH:7][CH:6]=[C:5]([O:15][C:16]([F:19])([F:18])[F:17])[C:4]=2[NH:3]1.[CH3:20][C:21]1[CH:27]=[C:26]([O:28][CH3:29])[CH:25]=[CH:24][C:22]=1[NH2:23]>C(O)COCCO.[Cl-].[Na+].O>[CH3:20][C:21]1[CH:27]=[C:26]([O:28][CH3:29])[CH:25]=[CH:24][C:22]=1[N:23]1[C:10]2[C:9]3[CH:8]=[CH:7][CH:6]=[C:5]([O:15][C:16]([F:19])([F:18])[F:17])[C:4]=3[N:3]=[C:2]([NH:3][CH2:4][CH2:5][OH:15])[C:11]=2[CH2:12][CH2:13]1 |f:3.4.5|. Reported procedure: 4-Oxo-6-trifluoromethoxy-2,3,4,5-tetrahydrofuro[3,2-c]quinoline(5.0 g, 19 mmol) was dissolved in diethylene glycol(30 ml) and 2-methyl-4-methoxyaniline(6.1 ml, 46 mmol) was added. The reaction mixture was refluxed at 250° C. for 15 hours, diluted in brine(20 ml), and the aqueous layer was extracted with dichloromethane(15 ml) for 3 times. The organic layer was washed with water(15 ml) for 3 times, dried over anhydrous magnesium sulfate, filtered, and concentrated under reduced pressure. The resi... Starting materials: CC(C)(C)c1cccc(Nc2nc3cc(O)ccc3s2)c1, O=C([O-])[O-], C[Si](C)(C)[N-][Si](C)(C)C, CN(C)C=O, CN1CCC(C(=O)Nc2cc(Cl)ccn2)CC1, [K+], [K+], [K+]. Yields the product CN1CCC(C(=O)Nc2cc(Oc3ccc4sc(Nc5cccc(C(C)(C)C)c5)nc4c3)ccn2)CC1. As a reaction SMILES: [C:1]([CH3:2])([CH3:3])([CH3:4])[c:5]1[cH:6][c:7]([NH:11][c:12]2[s:13][c:14]3[c:15]([n:16]2)[cH:17][c:18]([OH:21])[cH:19][cH:20]3)[cH:8][cH:9][cH:10]1.[C:32](=[O:33])([O-:34])[O-:35].[CH3:22][Si:23]([N-:24][Si:25]([CH3:26])([CH3:27])[CH3:28])([CH3:29])[CH3:30].[CH3:55][N:56]([CH3:57])[CH:58]=[O:59].[Cl:38][c:39]1[cH:40][c:41]([NH:45][C:46](=[O:47])[CH:48]2[CH2:49][CH2:50][N:51]([CH3:54])[CH2:52][CH2:53]2)[n:42][cH:43][cH:44]1.[K+:31].[K+:36].[K+:37]>>[C:1]([CH3:2])([CH3:3])([CH3:4])[c:5]1[cH:6][c:7]([NH:11][c:12]2[s:13][c:14]3[c:15]([n:16]2)[cH:17][c:18]([O:21][c:39]2[cH:40][c:41]([NH:45][C:46](=[O:47])[CH:48]4[CH2:49][CH2:50][N:51]([CH3:54])[CH2:52][CH2:53]4)[n:42][cH:43][cH:44]2)[cH:19][cH:20]3)[cH:8][cH:9][cH:10]1. Starting materials: Cl (hydrochloric acid), S1C(=CC=C1)CCN (2-(2-thienyl)ethylamine), N1NNCCC1 (hexahydrotriazine), C(CCC)N (butylamine). The solvent is CN(C=O)C (dimethylformamide). Conditions: temperature 45 celsius. Product: Cl.S1C=CC=2CNCCC21 (4,5,6,7-tetrahydrothieno[3,2-c]pyridine hydrochloride). Yield: 65.0%. As a reaction SMILES: [ClH:1].[NH:2]1[CH2:7][CH2:6][CH2:5]NN1.C(N)CCC.[S:13]1[CH:17]=[CH:16][CH:15]=[C:14]1CCN>CN(C)C=O>[ClH:1].[S:13]1[C:14]2[CH2:15][CH2:16][NH:2][CH2:7][C:6]=2[CH:5]=[CH:17]1 |f:5.6|. Procedure: To 73 ml dimethylformamide heated at 45° C. in which are dissolved 0.45 mole gaseous hydrochloric acid, is added, over 25 minutes, a mixture of 17 g (0.2 M) s.hexahydrotriazine of n. n.butylamine/and 26 g 2-(2-thienyl)ethylamine. The temperature of the medium is maintained at 45° C. throughout the addition by means of a cold water bath. The desired product precipitates out at the end of the addition. Filtration gives 22.16 g 4,5,6,7-tetrahydrothieno[3,2-c]pyridine hydrochloride (Yield: 65%). The reactants are O=S(C1=CC=CC=C1C(OCC)=O)(N)=O, OB(O)C1=CC=C(OC)C=C1. The reagents and catalysts are [F-].[Cs+], CC(=O)[O-].CC(=O)[O-].[Cu+2]. Run in ClCCCl, ClCCCl. Reaction conditions: temperature 60 celsius, time 18 hour. Yields the product O=S(C1=CC=CC=C1C(OCC)=O)(NC2=CC=C(OC)C=C2)=O, O=S(C1=CC=CC=C1C(OCC)=O)(N(C2=CC=C(OC)C=C2)C3=CC=C(OC)C=C3)=O. Isolated yield 4.9%. Reported procedure: Reactions were run in 8 x 30 mm glass vial inserts in 96 well-plate Para-dox Aluminum Reaction Blocks. The reaction components were dosed according to the design shown in Figure S2 and Figure S3. First, the catalysts (2 umol per vial) and solid bases (20 umol per vial) were added by dosing 50 uL each of a stock solution in 1,2-dichloroethane (40 mM for catalysts, 0.4 M for bases) via single-channel pipette. The 1,2-dichloroethane was then removed via centrifugal evaporation using a Genevac EZ-2 ... Reactants: ClC1=C(C(=CC=C1Cl)Cl)C(C(=O)O)NC1=C(C=CC=C1)C (2,3,6-trichloro-α-[(2-methylphenyl)amino]benzeneacetic acid), [OH-].[Na+] (sodium hydroxide). Run in O (water), O (water). Conditions: time 30 minute. Yields the product ClC1=C(C(=CC=C1Cl)Cl)C(C(=O)[O-])NC1=C(C=CC=C1)C.[Na+] (sodium 2,3,6-trichloro-α-[(2-methylphenyl)amino]benzeneacetate). RXN SMILES: [Cl:1][C:2]1[C:7]([Cl:8])=[CH:6][CH:5]=[C:4]([Cl:9])[C:3]=1[CH:10]([NH:14][C:15]1[CH:20]=[CH:19][CH:18]=[CH:17][C:16]=1[CH3:21])[C:11]([OH:13])=[O:12].[OH-].[Na+:23]>O>[Cl:1][C:2]1[C:7]([Cl:8])=[CH:6][CH:5]=[C:4]([Cl:9])[C:3]=1[CH:10]([NH:14][C:15]1[CH:20]=[CH:19][CH:18]=[CH:17][C:16]=1[CH3:21])[C:11]([O-:13])=[O:12].[Na+:23] |f:1.2,4.5|. Reported procedure: A mixture of 8.62 parts of 2,3,6-trichloro-α-[(2-methylphenyl)amino]benzeneacetic acid, 25 parts of a sodium hydroxide solution 1 M in water and 100 parts of distilled water is stirred for 30 minutes at room temperature. The resulting solution is evaporated to dry, methylbenzene is added and evaporation is continued. The residue is suspended in 2,2'-oxybispropane. The product is filtered off and crystallized from acetonitrile, yielding 7 parts of sodium 2,3,6-trichloro-α-[(2-methylphenyl)amino]b...